From a dataset of the Open Reaction Database (ORD), a public repository of structured organic reaction records. describe an organic reaction: reactants, conditions, products, and yield Starting materials: CN=C=S (Methylisothiocyanate), SCCC(=O)N1[C@H](C(=O)O)CCC1 (3-mercaptopropanoyl-L-proline). Run in N1=CC=CC=C1 (pyridine), [OH-].[Na+] (sodium hydroxide). Run at time 2 hour. Yields the product CNC(=S)SCCC(=O)N1[C@H](C(=O)O)CCC1 (1-[3-[[(methylamino)thiocarbonyl]thio]propanoyl]-L-proline). Reaction SMILES: [CH3:1][N:2]=[C:3]=[S:4].[SH:5][CH2:6][CH2:7][C:8]([N:10]1[CH2:17][CH2:16][CH2:15][C@H:11]1[C:12]([OH:14])=[O:13])=[O:9]>N1C=CC=CC=1.[OH-].[Na+]>[CH3:1][NH:2][C:3]([S:5][CH2:6][CH2:7][C:8]([N:10]1[CH2:17][CH2:16][CH2:15][C@H:11]1[C:12]([OH:14])=[O:13])=[O:9])=[S:4] |f:3.4|. Reported procedure: Methylisothiocyanate (4 g) is added to a solution of 3-mercaptopropanoyl-L-proline (10.1 g) in a mixture of pyridine (250 ml) and 0.5 N sodium hydroxide (100 ml). The solution is kept at 40° for two hours and concentrated to dryness in vacuo. The residue is dissolved in water (100 ml), acidified with concentrated hydrochloric acid and extracted with ethyl acetate. The organic phase is concentrated to dryness to yield 1-[3-[[(methylamino)thiocarbonyl]thio]propanoyl]-L-proline. Reactants: O=C([O-])[O-], CN(C)C=O, COc1ccccc1N1CCN(CCCCl)CC1, Fc1c(F)c(F)c(OC2CCNCC2)c(F)c1F, [I-], [K+], [K+], [K+], O. Yields the product COc1ccccc1N1CCN(CCCN2CCC(Oc3c(F)c(F)c(F)c(F)c3F)CC2)CC1. RXN SMILES: [C:1](=[O:2])([O-:3])[O-:4].[CH3:45][N:46]([CH3:47])[CH:48]=[O:49].[Cl:27][CH2:28][CH2:29][CH2:30][N:31]1[CH2:32][CH2:33][N:34]([c:37]2[c:38]([O:43][CH3:44])[cH:39][cH:40][cH:41][cH:42]2)[CH2:35][CH2:36]1.[F:9][c:10]1[c:11]([O:12][CH:13]2[CH2:14][CH2:15][NH:16][CH2:17][CH2:18]2)[c:19]([F:26])[c:20]([F:25])[c:21]([F:24])[c:22]1[F:23].[I-:8].[K+:5].[K+:6].[K+:7].[OH2:50]>>[F:9][c:10]1[c:11]([O:12][CH:13]2[CH2:14][CH2:15][N:16]([CH2:28][CH2:29][CH2:30][N:31]3[CH2:32][CH2:33][N:34]([c:37]4[c:38]([O:43][CH3:44])[cH:39][cH:40][cH:41][cH:42]4)[CH2:35][CH2:36]3)[CH2:17][CH2:18]2)[c:19]([F:26])[c:20]([F:25])[c:21]([F:24])[c:22]1[F:23]. Reactants: CC(C)=O, COc1cc(OC)nc(Oc2c(Cl)cccc2C=O)n1, [K+], O=[Mn](=O)(=O)[O-], [Na+], [Na+], O=P([O-])([O-])O. Product: COc1cc(OC)nc(Oc2c(Cl)cccc2C(=O)O)n1. As a reaction SMILES: [CH3:34][C:35](=[O:36])[CH3:37].[Cl:14][c:15]1[c:16]([O:23][c:24]2[n:25][c:26]([O:32][CH3:33])[cH:27][c:28]([O:30][CH3:31])[n:29]2)[c:17]([CH:18]=[O:19])[cH:20][cH:21][cH:22]1.[K+:6].[Mn:1]([O-:2])(=[O:3])(=[O:4])=[O:5].[Na+:7].[Na+:8].[OH:9][P:10](=[O:11])([O-:12])[O-:13]>>[OH:9][C:18]([c:17]1[c:16]([O:23][c:24]2[n:25][c:26]([O:32][CH3:33])[cH:27][c:28]([O:30][CH3:31])[n:29]2)[c:15]([Cl:14])[cH:22][cH:21][cH:20]1)=[O:19]. The reactants are ClCCl, Cc1cc(C(N)=O)ncc1C(c1cc(F)ccc1F)S(=O)c1ccc(Cl)cc1, O=C(OO)c1cccc(Cl)c1. Yields the product Cc1cc(C(N)=O)ncc1C(c1cc(F)ccc1F)S(=O)(=O)c1ccc(Cl)cc1. Reaction SMILES: [CH2:40]([Cl:41])[Cl:42].[Cl:12][c:13]1[cH:14][cH:15][c:16]([S:19](=[O:20])[CH:21]([c:22]2[c:23]([CH3:31])[cH:24][c:25]([C:28](=[O:29])[NH2:30])[n:26][cH:27]2)[c:32]2[c:33]([F:39])[cH:34][cH:35][c:36]([F:38])[cH:37]2)[cH:17][cH:18]1.[OH:1][O:2][C:3]([c:4]1[cH:5][c:6]([Cl:7])[cH:8][cH:9][cH:10]1)=[O:11]>>[O:1]=[S:19]([c:16]1[cH:15][cH:14][c:13]([Cl:12])[cH:18][cH:17]1)(=[O:20])[CH:21]([c:22]1[c:23]([CH3:31])[cH:24][c:25]([C:28](=[O:29])[NH2:30])[n:26][cH:27]1)[c:32]1[c:33]([F:39])[cH:34][cH:35][c:36]([F:38])[cH:37]1. RXN SMILES: [N+:1]([C:4]1[CH:5]=[C:6]([CH:12]=[CH:13][CH:14]=1)[CH:7]=[CH:8][C:9]([OH:11])=[O:10])([O-])=O.[CH3:15]O.S(=O)(=O)(O)O>O>[NH2:1][C:4]1[CH:5]=[C:6]([CH:12]=[CH:13][CH:14]=1)[CH:7]=[CH:8][C:9]([O:11][CH3:15])=[O:10]. Reactants: [N+](=O)([O-])C=1C=C(C=CC(=O)O)C=CC1 (3-nitrocinnamic acid), CO (methanol), S(O)(O)(=O)=O (sulfuric acid). The product is NC=1C=C(C=CC(=O)OC)C=CC1 (methyl 3-aminocinnamate). Procedure details: While mixing and stirring 193 g of 3-nitrocinnamic acid, 2 of methanol and 50 g of concentrated sulfuric acid, the mixture was heated under reflux for 2 hours. The reaction solution was poured into water and the crystals obtained were filtered. To a reaction solution under heat-refluxing while mixing and stirring 2 of 2-propanol, 200 ml of water, 20 g of ammonium chloride and 200 g of reduced iron, the crystals obtained above were gradually added, and the solution was further heated under reflux... Run in O (water). Reactants: CC(=O)O[BH-](OC(C)=O)OC(C)=O, COc1nccnc1C=O, CCOC(C)=O, Cl, [Na+], [Na+], [Na+], O=C([O-])[O-], C1CCOC1, c1cc(CCC2CCNCC2)c2occc2c1. Product: COc1nccnc1CN1CCC(CCc2cccc3ccoc23)CC1. RXN SMILES: [C:29]([O:30][BH-:31]([O:32][C:33](=[O:34])[CH3:35])[O:36][C:37](=[O:38])[CH3:39])(=[O:40])[CH3:41].[CH3:1][O:2][c:3]1[c:4]([CH:9]=[O:10])[n:5][cH:6][cH:7][n:8]1.[CH3:49][CH2:50][O:51][C:52](=[O:53])[CH3:54].[ClH:11].[Na+:42].[Na+:43].[Na+:44].[O-:45][C:46](=[O:47])[O-:48].[O:55]1[CH2:56][CH2:57][CH2:58][CH2:59]1.[o:12]1[cH:13][cH:14][c:15]2[c:16]1[c:17]([CH2:21][CH2:22][CH:23]1[CH2:24][CH2:25][NH:26][CH2:27][CH2:28]1)[cH:18][cH:19][cH:20]2>>[CH3:1][O:2][c:3]1[c:4]([CH2:9][N:26]2[CH2:25][CH2:24][CH:23]([CH2:22][CH2:21][c:17]3[c:16]4[o:12][cH:13][cH:14][c:15]4[cH:20][cH:19][cH:18]3)[CH2:28][CH2:27]2)[n:5][cH:6][cH:7][n:8]1. Reactants: C([O-])([O-])=O.[K+].[K+] (potassium carbonate), Br.BrCCC1=NC=CC=C1 (2-bromoethylpyridine hydrobromide), NC1=C(C=C(C=C1)OC)C(=O)C1=CC=C(C=C1)C(C)C ((2-amino-5-methoxy-phenyl)-(4-isopropyl-phenyl)-methanone). Run in CC(=O)C (acetone), C(C)(=O)OCC (ethyl acetate). Conditions: temperature 90 celsius, time 2 day. Yields the product C(C)(C)C1=CC=C(C=C1)C(=O)C1=C(C=CC(=C1)OC)NCC1=NC=CC=C1 ((4-isopropyl-phenyl)-{5-methoxy-2-[(pyridin-2-ylmethyl)-amino]-phenyl}-methanone). As a reaction SMILES: C(=O)([O-])[O-].[K+].[K+].Br.BrC[CH2:10][C:11]1[CH:16]=[CH:15][CH:14]=[CH:13][N:12]=1.[NH2:17][C:18]1[CH:23]=[CH:22][C:21]([O:24][CH3:25])=[CH:20][C:19]=1[C:26]([C:28]1[CH:33]=[CH:32][C:31]([CH:34]([CH3:36])[CH3:35])=[CH:30][CH:29]=1)=[O:27]>CC(C)=O.C(OCC)(=O)C>[CH:34]([C:31]1[CH:30]=[CH:29][C:28]([C:26]([C:19]2[CH:20]=[C:21]([O:24][CH3:25])[CH:22]=[CH:23][C:18]=2[NH:17][CH2:10][C:11]2[CH:16]=[CH:15][CH:14]=[CH:13][N:12]=2)=[O:27])=[CH:33][CH:32]=1)([CH3:36])[CH3:35] |f:0.1.2,3.4|. Procedure: 410 mg (2.97 mmol) potassium carbonate and 150 mg (0.59 mmol) 2-bromoethylpyridine hydrobromide are added to a solution of 160 mg (0.59 mmol) (2-amino-5-methoxy-phenyl)-(4-isopropyl-phenyl)-methanone in 3 ml acetone. The reaction mixture is stirred for 2 days at 90° C., diluted with ethyl acetate and extracted with brine. The organic layer is dried and evaporated. After chromatography (hexane/ethyl acetate) the product is obtained as yellow oil. The reactants are CCOC(C)=O, OCc1ccccc1Oc1cccc(OC(F)(F)F)c1, C1COCCO1, BrP(Br)Br. Yields the product FC(F)(F)Oc1cccc(Oc2ccccc2CBr)c1. RXN SMILES: [CH3:31][CH2:32][O:33][C:34](=[O:35])[CH3:36].[F:5][C:6]([O:7][c:8]1[cH:9][c:10]([O:11][c:12]2[c:13]([CH2:18][OH:19])[cH:14][cH:15][cH:16][cH:17]2)[cH:20][cH:21][cH:22]1)([F:23])[F:24].[O:25]1[CH2:26][CH2:27][O:28][CH2:29][CH2:30]1.[P:1]([Br:2])([Br:3])[Br:4]>>[Br:2][CH2:18][c:13]1[c:12]([O:11][c:10]2[cH:9][c:8]([O:7][C:6]([F:5])([F:23])[F:24])[cH:22][cH:21][cH:20]2)[cH:17][cH:16][cH:15][cH:14]1. Starting materials: C(#C)C(O)CC (ethynyl-ethyl carbinol), ClC1=CC=CC2=C1C(N(CC=1N2C=NC1I)C)=O (7-chloro-4,5-dihydro-3-iodo-5-methyl-6H-imidazo[1,5-a][1,4]benzodiazepin-6-one). Reagents/catalysts: Cl[Pd]([P](C1=CC=CC=C1)(C2=CC=CC=C2)C3=CC=CC=C3)([P](C4=CC=CC=C4)(C5=CC=CC=C5)C6=CC=CC=C6)Cl (bis-(triphenylphosphine)-palladium(II) dichloride), [Cu]I (copper(I) iodide). Run in C(C)NCC (diethylamine). Product: ClC1=CC=CC2=C1C(N(CC=1N2C=NC1C#CC(CC)O)C)=O (7-chloro-4,5-dihydro-3-(3-hydroxy-1-pentynyl)-5-methyl-6H-imidazo[1,5-a][1,4]benzodiazepin-6-one). RXN SMILES: [Cl:1][C:2]1[C:7]2[C:8](=[O:18])[N:9]([CH3:17])[CH2:10][C:11]3[N:12]([CH:13]=[N:14][C:15]=3I)[C:6]=2[CH:5]=[CH:4][CH:3]=1.[C:19]([CH:21]([CH2:23][CH3:24])[OH:22])#[CH:20]>C(NCC)C.Cl[Pd](Cl)([P](C1C=CC=CC=1)(C1C=CC=CC=1)C1C=CC=CC=1)[P](C1C=CC=CC=1)(C1C=CC=CC=1)C1C=CC=CC=1.[Cu]I>[Cl:1][C:2]1[C:7]2[C:8](=[O:18])[N:9]([CH3:17])[CH2:10][C:11]3[N:12]([CH:13]=[N:14][C:15]=3[C:20]#[C:19][CH:21]([OH:22])[CH2:23][CH3:24])[C:6]=2[CH:5]=[CH:4][CH:3]=1 |^1:32,51|. Procedure: 3.73 g (10 mmol) of 7-chloro-4,5-dihydro-3-iodo-5-methyl-6H-imidazo[1,5-a][1,4]benzodiazepin-6-one was heated to boiling under reflux for 5 hours with 1.09 g (13 mmol) of ethynyl-ethyl carbinol, 70 mg of bis-(triphenylphosphine)-palladium(II) dichloride and 10 mg of copper(I) iodide in 30 ml of diethylamine. The reaction mixture was evaporated and the residue was chromatographed on silica gel while eluting with ethyl acetate. After recrystallization from ethyl acetate there was obtained 7-chloro... Starting materials: C(C)OC(=O)C1=CN(C2=CC(=C(C=C2C1=O)F)Cl)C1=C(C=C(C=C1)F)F (7-chloro-1-(2,4-difluoro-phenyl)-6-fluoro-4-oxo-1,4-dihydro-quinoline-3-carboxylic acid ethyl ester). Solvent: C(C)(=O)O (acetic acid), Cl (HCl). Run at temperature 90 celsius, time 25 hour. Yields the product ClC1=C(C=C2C(C(=CN(C2=C1)C1=C(C=C(C=C1)F)F)C(=O)O)=O)F (7-Chloro-1-(2,4-difluoro-phenyl)-6-fluoro-4-oxo-1,4-dihydro-quinoline-3-carboxylic Acid). As a reaction SMILES: C([O:3][C:4]([C:6]1[C:15](=[O:16])[C:14]2[C:9](=[CH:10][C:11]([Cl:18])=[C:12]([F:17])[CH:13]=2)[N:8]([C:19]2[CH:24]=[CH:23][C:22]([F:25])=[CH:21][C:20]=2[F:26])[CH:7]=1)=[O:5])C>C(O)(=O)C.Cl>[Cl:18][C:11]1[CH:10]=[C:9]2[C:14]([C:15](=[O:16])[C:6]([C:4]([OH:5])=[O:3])=[CH:7][N:8]2[C:19]2[CH:24]=[CH:23][C:22]([F:25])=[CH:21][C:20]=2[F:26])=[CH:13][C:12]=1[F:17]. Reported procedure: A mixture of 2.0 g of 7-chloro-1-(2,4-difluoro-phenyl)-6-fluoro-4-oxo-1,4-dihydro-quinoline-3-carboxylic acid ethyl ester (5.23 mmol) in 16 ml acetic acid and 16 ml HCl 37% was stirred 25 hrs at 90° C., and evaporated.